Dataset: the Open Reaction Database (ORD), a public repository of structured organic reaction records. Task: describe an organic reaction: reactants, conditions, products, and yield Starting materials: C(CCCCCCCCCCC)N1C(=NC=C1)CC (1-n-dodecyl-2-ethylimidazole), C(CCCCCCCCCCC)Br (n-dodecyl bromide). Solvent: C(C)O (ethanol). The product is [Br-].C(CCCCCCCCCCC)N1C(N(C=C1)CCCCCCCCCCCC)CC (1,3-di-n-dodecyl-2-ethylimidazole bromide). RXN SMILES: [CH2:1]([N:13]1[CH:17]=[CH:16][N:15]=[C:14]1[CH2:18][CH3:19])[CH2:2][CH2:3][CH2:4][CH2:5][CH2:6][CH2:7][CH2:8][CH2:9][CH2:10][CH2:11][CH3:12].[CH2:20]([Br:32])[CH2:21][CH2:22][CH2:23][CH2:24][CH2:25][CH2:26][CH2:27][CH2:28][CH2:29][CH2:30][CH3:31]>C(O)C>[Br-:32].[CH2:1]([N:13]1[CH:17]=[CH:16][N:15]([CH2:31][CH2:30][CH2:29][CH2:28][CH2:27][CH2:26][CH2:25][CH2:24][CH2:23][CH2:22][CH2:21][CH3:20])[CH:14]1[CH2:18][CH3:19])[CH2:2][CH2:3][CH2:4][CH2:5][CH2:6][CH2:7][CH2:8][CH2:9][CH2:10][CH2:11][CH3:12] |f:3.4|. Reported procedure: 0.38 mole of 1-n-dodecyl-2-ethylimidazole and 0.42 mole of n-dodecyl bromide are dissolved in 250 ml of ethanol and boiled with reflux for 5 hours. The solvent then is separated and the residue is washed with ether. The reactants are O=S(=O)(Cl)C1CC1COCc1ccccc1, Cc1c(Nc2ccc(I)cc2F)c(N)c2n(c1=O)CCO2, c1ccncc1. Product: Cc1c(Nc2ccc(I)cc2F)c(NS(=O)(=O)C2CC2COCc2ccccc2)c2n(c1=O)CCO2. Reaction SMILES: [CH2:22]([c:23]1[cH:24][cH:25][cH:26][cH:27][cH:28]1)[O:29][CH2:30][CH:31]1[CH:32]([S:34](=[O:35])(=[O:36])[Cl:37])[CH2:33]1.[NH2:1][c:2]1[c:3]2[n:4]([c:5](=[O:18])[c:6]([CH3:17])[c:7]1[NH:8][c:9]1[c:10]([F:16])[cH:11][c:12]([I:15])[cH:13][cH:14]1)[CH2:19][CH2:20][O:21]2.[cH:38]1[cH:39][cH:40][n:41][cH:42][cH:43]1>>[NH:1]([c:2]1[c:3]2[n:4]([c:5](=[O:18])[c:6]([CH3:17])[c:7]1[NH:8][c:9]1[c:10]([F:16])[cH:11][c:12]([I:15])[cH:13][cH:14]1)[CH2:19][CH2:20][O:21]2)[S:34]([CH:32]1[CH:31]([CH2:30][O:29][CH2:22][c:23]2[cH:24][cH:25][cH:26][cH:27][cH:28]2)[CH2:33]1)(=[O:35])=[O:36]. Reaction SMILES: [CH2:35]([N:36]=[C:37]=[N:38][CH2:39][CH2:40][CH2:41][N:42]([CH3:43])[CH3:44])[CH3:45].[CH3:65][N:66]([CH3:67])[CH:68]=[O:69].[CH:1]1([CH:7]([c:8]2[c:9]([CH2:22][CH3:23])[n:10][n:11](-[c:13]3[cH:14][c:15]([O:19][CH2:20][CH3:21])[cH:16][cH:17][cH:18]3)[cH:12]2)[NH:24][c:25]2[cH:26][cH:27][c:28]([C:29](=[O:30])[OH:31])[cH:32][cH:33]2)[CH2:2][CH2:3][CH2:4][CH2:5][CH2:6]1.[ClH:34].[NH2:57][CH2:58][CH:59]([C:60](=[O:61])[O:62][CH3:63])[CH3:64].[OH2:46].[OH2:70].[OH:47][n:48]1[c:49]2[cH:50][cH:51][cH:52][cH:53][c:54]2[n:55][n:56]1>>[CH:1]1([CH:7]([c:8]2[c:9]([CH2:22][CH3:23])[n:10][n:11](-[c:13]3[cH:14][c:15]([O:19][CH2:20][CH3:21])[cH:16][cH:17][cH:18]3)[cH:12]2)[NH:24][c:25]2[cH:26][cH:27][c:28]([C:29](=[O:30])[NH:57][CH2:58][CH:59]([C:60](=[O:61])[O:62][CH3:63])[CH3:64])[cH:32][cH:33]2)[CH2:2][CH2:3][CH2:4][CH2:5][CH2:6]1. Product: CCOc1cccc(-n2cc(C(Nc3ccc(C(=O)NCC(C)C(=O)OC)cc3)C3CCCCC3)c(CC)n2)c1. Reactants: CCN=C=NCCCN(C)C, CN(C)C=O, CCOc1cccc(-n2cc(C(Nc3ccc(C(=O)O)cc3)C3CCCCC3)c(CC)n2)c1, Cl, COC(=O)C(C)CN, O, O, On1nnc2ccccc21.